Dataset: the Open Reaction Database (ORD), a public repository of structured organic reaction records. Task: describe an organic reaction: reactants, conditions, products, and yield The reactants are O=C1SC2=C(N1CC(=O)OCC)C=C(C=C2)OC (ethyl 2-oxo-5-methoxy-3-benzothiazolineacetate), I (hydriodic acid), C(C)(=O)OC(C)=O (acetic anhydride), resultant mixture, ice water, S([O-])(O)=O.[Na+] (sodium bisulfite). Run in C(C)(=O)O (acetic acid). Reaction conditions: time 1.5 hour. The product is O=C1SC2=C(N1CC(=O)O)C=C(C=C2)O (2-oxo-5-hydroxy-3-benzothiazolineacetic acid). Isolated yield 75.6%. Reaction SMILES: I.C(OC(=O)C)(=O)C.[O:9]=[C:10]1[N:14]([CH2:15][C:16]([O:18]CC)=[O:17])[C:13]2[CH:21]=[C:22]([O:25]C)[CH:23]=[CH:24][C:12]=2[S:11]1.S(=O)(O)[O-].[Na+]>C(O)(=O)C>[O:9]=[C:10]1[N:14]([CH2:15][C:16]([OH:18])=[O:17])[C:13]2[CH:21]=[C:22]([OH:25])[CH:23]=[CH:24][C:12]=2[S:11]1 |f:3.4|. Reported procedure: To a mixture of 57% hydriodic acid (50 ml) and acetic anhydride (15 ml) was added a solution of ethyl 2-oxo-5-methoxy-3-benzothiazolineacetate (2.67 g) in acetic acid (15 ml). The reaction mixture was refluxed with stirring for 1.5 hours and then cooled to ambient temperature. To the resultant mixture were added ice-water and a small volume of sodium bisulfite. The mixture was extracted with ethyl acetate. The extract was washed with water, dried over magnesium sulfate and concentrated under red... Reactants: C(C)(=O)N[C@H]1C(O)O[C@@H]([C@H]([C@@H]1O)O)CO (N-acetylglucosamine), C(C(=O)C)(=O)O (pyruvic acid), P(O)(=O)(OP(=O)(O)OP(=O)(O)O)OC[C@@H]1[C@H]([C@H]([C@@H](O1)N1C=NC=2C(N)=NC=NC12)O)O (ATP), [Mg+2].[Cl-].[Cl-] (MgCl2). Solvent: C(C(CO)(CO)N)O.Cl (Tris-HCl). The product is C(C)(=O)N[C@@H]1[C@H](CC(C(O)=O)(O)O[C@H]1[C@H](O)[C@H](O)CO)O (N-acetylneuraminic acid). Reaction SMILES: [C:1]([NH:4][C@@H:5]1[C@@H:11]([OH:12])[C@H:10]([OH:13])[C@@H:9]([CH2:14][OH:15])[O:8][CH:6]1[OH:7])(=[O:3])[CH3:2].[C:16]([OH:21])(=[O:20])[C:17]([CH3:19])=[O:18].P(OC[C@H]1O[C@@H](N2C3N=CN=C(N)C=3N=C2)[C@H](O)[C@@H]1O)(OP(OP(O)(O)=O)(O)=O)(=O)O.[Mg+2].[Cl-].[Cl-]>C(O)C(N)(CO)CO.Cl>[C:1]([NH:4][C@H:5]1[C@H:11]([C@@H:10]([C@@H:9]([CH2:14][OH:15])[OH:8])[OH:13])[O:12][C:17]([OH:18])([C:16](=[O:21])[OH:20])[CH2:19][C@@H:6]1[OH:7])(=[O:3])[CH3:2] |f:3.4.5,6.7|. Reported procedure: A solution prepared by dissolving 22 g of N-acetylglucosamine and 11 g of pyruvic acid in 50 mM of Tris-HCl buffer (pH 7.5) containing 5 mM ATP and 5 mM MgCl2. To the solution was added 15 mg of protein having renin binding activities obtained in example 3 and 500 unit of N-acetylneuraminic acid lyase, and the total volume of the solution was adjusted to 0.5 liter. The mixture was reacted at 30° C. for 48 hours. After the reaction, 12.4 g of N-acetylneuraminic acid was produced in the reaction m... The reactants are C(C=C)O[C@@H]1CN(C[C@@H]1CC1=NC(=CC(=C1)C)N(C(=O)OC(C)(C)C)C(=O)OC(C)(C)C)C(=O)OC(C)(C)C ((3S,4S)-tert-Butyl 3-(allyloxy)-4-((6-(bis(tert-butoxycarbonyl)amino)-4-methylpyridin-2-yl)methyl)pyrrolidine-1-carboxylate), O=[O+][O-] (O3), S(C)C (Me2S), O=[O+][O-] (O3). Solvent: C(Cl)Cl (CH2Cl2). Reaction conditions: time 30 minute. Product: C(C)(C)(C)OC(=O)N(C1=CC(=CC(=N1)C[C@H]1CN(C[C@H]1OCC=O)C(=O)OC(C)(C)C)C)C(=O)OC(C)(C)C ((3S,4S)-tert-Butyl 3-((6-(bis(tert-butoxycarbonyl)amino)-4-methylpyridin-2-yl)methyl)-4-(2-oxoethoxy)pyrrolidine-1-carboxylate). Yield: 87.0%. Reaction SMILES: [CH2:1]([O:4][C@H:5]1[C@@H:9]([CH2:10][C:11]2[CH:16]=[C:15]([CH3:17])[CH:14]=[C:13]([N:18]([C:26]([O:28][C:29]([CH3:32])([CH3:31])[CH3:30])=[O:27])[C:19]([O:21][C:22]([CH3:25])([CH3:24])[CH3:23])=[O:20])[N:12]=2)[CH2:8][N:7]([C:33]([O:35][C:36]([CH3:39])([CH3:38])[CH3:37])=[O:34])[CH2:6]1)[CH:2]=C.[O:40]=[O+][O-].S(C)C>C(Cl)Cl>[C:22]([O:21][C:19]([N:18]([C:26]([O:28][C:29]([CH3:32])([CH3:30])[CH3:31])=[O:27])[C:13]1[N:12]=[C:11]([CH2:10][C@@H:9]2[C@H:5]([O:4][CH2:1][CH:2]=[O:40])[CH2:6][N:7]([C:33]([O:35][C:36]([CH3:39])([CH3:37])[CH3:38])=[O:34])[CH2:8]2)[CH:16]=[C:15]([CH3:17])[CH:14]=1)=[O:20])([CH3:23])([CH3:24])[CH3:25]. Procedure: A solution of 5 (100 mg, 0.19 mmol) in CH2Cl2 (10 mL) was cooled to −78° C., to which O3 was charged until the reaction solution turned purple (˜10 min). The O3 flow was stopped, and the reaction was allowed to stir at the same temperature for 30 min. To the resulting solution was added Me2S (150 μL). The reaction mixture was then warmed to room temperature and kept stirring at room temperature for an additional 2 h. The solvent was removed by rotary evaporation and the resulting crude product w... Reactants: stainless steel, C(C1=CC=CC=C1)O (benzyl alcohol), CN(C)C (trimethylamine), [C]=O (carbon monoxide). Conditions: temperature 200 celsius, time 5 hour. RXN SMILES: [CH2:1](O)[C:2]1[CH:7]=[CH:6][CH:5]=[CH:4][CH:3]=1.[CH3:9][N:10](C)[CH3:11].[C]=O>>[CH2:1]([N:10]([CH3:11])[CH3:9])[C:2]1[CH:7]=[CH:6][CH:5]=[CH:4][CH:3]=1 |^3:12|. Yields the product C(C1=CC=CC=C1)N(C)C (benzyldimethylamine). Procedure details: To a glass-lined, stainless steel microreactor were charged 2 ml of benzyl alcohol, 1 ml of trimethylamine, and carbon monoxide (900 psi). The reactor was shaken 5 hours at 200° C. A large yield of benzyldimethylamine was obtained. Reactants: C(=O)(O)[O-].[Na+] (NaHCO3), [H-].[Na+] (NaH), C(C1=CC=CC=C1)Br (benzyl bromide), C1=NC(=CC=2C3=CC=CC=C3NC12)C(=O)O (β-carboline-3-carboxylic acid). Run in O (water), C(C)(=O)OCC (ethyl acetate), O (water), CN(C)C=O (DMF). Reaction conditions: time 30 minute. Yields the product C(C1=CC=CC=C1)N1C2=CC=CC=C2C=2C=C(N=CC12)C(=O)OCC1=CC=CC=C1 (benzyl 9-benzyl-β-carboline-3-carboxylate). Isolated yield 57.0%. RXN SMILES: [CH:1]1[C:13]2[NH:12][C:11]3[C:6](=[CH:7][CH:8]=[CH:9][CH:10]=3)[C:5]=2[CH:4]=[C:3]([C:14]([OH:16])=[O:15])[N:2]=1.[H-].[Na+].[CH2:19](Br)[C:20]1[CH:25]=[CH:24][CH:23]=[CH:22][CH:21]=1.C([O-])(O)=O.[Na+]>O.C(OCC)(=O)C.CN(C=O)C>[CH2:19]([N:12]1[C:13]2[CH:1]=[N:2][C:3]([C:14]([O:16][CH2:5][C:6]3[CH:11]=[CH:10][CH:9]=[CH:8][CH:7]=3)=[O:15])=[CH:4][C:5]=2[C:6]2[C:11]1=[CH:10][CH:9]=[CH:8][CH:7]=2)[C:20]1[CH:25]=[CH:24][CH:23]=[CH:22][CH:21]=1 |f:1.2,4.5|. Procedure: Compound 17 (2.12 g, 10 mmol) was mixed with DMF (50 ml). After stirring the mixture at room temperature for 30 minutes, NaH (1.6 g, 40 mmol) was added and stirred until the solution became clear. After that, benzyl bromide (5 ml) was added. The mixture was stirred and reacted at room temperature for 1 h. The reaction mixture was poured into cold water (200 ml) and the mixture was extracted with ethyl acetate. The organic phases were combined and washed with water and brine, then the organic pha...